From a dataset of the Open Reaction Database (ORD), a public repository of structured organic reaction records. describe an organic reaction: reactants, conditions, products, and yield Starting materials: CC1(OC(C2=C(O1)C=CC(=C2)NCC2=CC=C(C=C2)C#CC2=CC=C(C=C2)C(F)(F)F)=O)C (2,2-dimethyl-6-[(4-{[4-(trifluoromethyl)phenyl]ethynyl}benzyl)amino]-4H-1,3-benzodioxin-4-one), C(CCCCC)=O (hexanal). The product is C(CCCCC)N(C1=CC2=C(OC(OC2=O)(C)C)C=C1)CC1=CC=C(C=C1)C#CC1=CC=C(C=C1)C(F)(F)F (6-[hexyl(4-{[4-(trifluoromethyl)phenyl]ethynyl}benzyl)amino]-2,2-dimethyl-4H-1,3-benzodioxin-4-one). The yield is 77.6%. RXN SMILES: [CH3:1][C:2]1([CH3:33])[O:7][C:6]2[CH:8]=[CH:9][C:10]([NH:12][CH2:13][C:14]3[CH:19]=[CH:18][C:17]([C:20]#[C:21][C:22]4[CH:27]=[CH:26][C:25]([C:28]([F:31])([F:30])[F:29])=[CH:24][CH:23]=4)=[CH:16][CH:15]=3)=[CH:11][C:5]=2[C:4](=[O:32])[O:3]1.[CH:34](=O)[CH2:35][CH2:36][CH2:37][CH2:38][CH3:39]>>[CH2:34]([N:12]([CH2:13][C:14]1[CH:15]=[CH:16][C:17]([C:20]#[C:21][C:22]2[CH:27]=[CH:26][C:25]([C:28]([F:31])([F:29])[F:30])=[CH:24][CH:23]=2)=[CH:18][CH:19]=1)[C:10]1[CH:9]=[CH:8][C:6]2[O:7][C:2]([CH3:33])([CH3:1])[O:3][C:4](=[O:32])[C:5]=2[CH:11]=1)[CH2:35][CH2:36][CH2:37][CH2:38][CH3:39]. Procedure details: The title compound was prepared following procedure described in Example 32, step c) from 2,2-dimethyl-6-[(4-{[4-(trifluoromethyl)phenyl]ethynyl}benzyl)amino]-4H-1,3-benzodioxin-4-one (427 mg; 0.95 mmol) and hexanal (Aldrich, 170 μl; 1.42 mmol) to give 560 mg of crude. Purification by flash chromatography on silica gel (EtOAc/c-Hexe 5:90 then 10:90) gave 395 mg (78%) of the title compound as a brown powder. HPLC, Rt: 6.21 min (purity: 68.5%). 1H NMR (CDCl3) δ: 7.59 (brs, 4H), 7.47 (m, 2H), 7.30.... Starting materials: N1(C=NC=C1)C1=C(C(=O)O)C=C(C=C1)C (2-(1H-imidazol-1-yl)-5-methylbenzoic acid), ClC=1C=CC2=C(N=C(O2)NC[C@H]2NCCC[C@H]2C)C1 (5-chloro-N-(((2S,3R)-3-methylpiperidin-2-yl)methyl)benzo[d]oxazol-2-amine). The product is N1(C=NC=C1)C1=C(C=C(C=C1)C)C(=O)N1[C@@H]([C@@H](CCC1)C)CNC=1OC2=C(N1)C=C(C=C2)Cl ((2-(1H-Imidazol-1-yl)-5-methylphenyl)((2S,3R)-2-(((5-chlorobenzo[d]oxazol-2-yl)amino)methyl)-3-methylpiperidin-1-yl)methanone). RXN SMILES: [N:1]1([C:6]2[CH:14]=[CH:13][C:12]([CH3:15])=[CH:11][C:7]=2[C:8]([OH:10])=O)[CH:5]=[CH:4][N:3]=[CH:2]1.[Cl:16][C:17]1[CH:18]=[CH:19][C:20]2[O:24][C:23]([NH:25][CH2:26][C@@H:27]3[C@H:32]([CH3:33])[CH2:31][CH2:30][CH2:29][NH:28]3)=[N:22][C:21]=2[CH:34]=1>>[N:1]1([C:6]2[CH:14]=[CH:13][C:12]([CH3:15])=[CH:11][C:7]=2[C:8]([N:28]2[CH2:29][CH2:30][CH2:31][C@@H:32]([CH3:33])[C@H:27]2[CH2:26][NH:25][C:23]2[O:24][C:20]3[CH:19]=[CH:18][C:17]([Cl:16])=[CH:34][C:21]=3[N:22]=2)=[O:10])[CH:5]=[CH:4][N:3]=[CH:2]1. Procedure: The title compound was prepared following the same general protocol as described in Example A1, using 2-(1H-imidazol-1-yl)-5-methylbenzoic acid and 5-chloro-N-(((2S,3R)-3-methylpiperidin-2-yl)methyl)benzo[d]oxazol-2-amine. ESI-MS (m/z): 464 [M+1]+. The reactants are C(C)(=O)C1=CC2=CC=CC=C2C=C1 (2-acetylnaphthalene), ClC1=CC=C(C=O)C=C1 (4-chlorobenzaldehyde). Yields the product ClC1=CC=C(C=C1)C(C=CC1=CC2=CC=CC=C2C=C1)=O (1-(4-chlorophenyl)-3-(2-naphthalenyl)prop-2-en-1-one). As a reaction SMILES: [C:1]([C:4]1[CH:13]=[CH:12][C:11]2[C:6](=[CH:7][CH:8]=[CH:9][CH:10]=2)[CH:5]=1)(=O)[CH3:2].[Cl:14][C:15]1[CH:22]=[CH:21][C:18]([CH:19]=[O:20])=[CH:17][CH:16]=1>>[Cl:14][C:15]1[CH:22]=[CH:21][C:18]([C:19](=[O:20])[CH:2]=[CH:1][C:4]2[CH:13]=[CH:12][C:11]3[C:6](=[CH:7][CH:8]=[CH:9][CH:10]=3)[CH:5]=2)=[CH:17][CH:16]=1. Reported procedure: By a procedure similar to that of example 1.59.1, starting from commercial 2-acetylnaphthalene and 4-chlorobenzaldehyde, 1-(4-chlorophenyl)-3-(2-naphthalenyl)prop-2-en-1-one was obtained as yellowish solid.